The task is: describe an organic reaction: reactants, conditions, products, and yield. This data is from the Open Reaction Database (ORD), a public repository of structured organic reaction records. Reactants: O=C([O-])[O-], CCOC(C)=O, CN(C)c1ccc(CC(=O)O)cc1, CI, [K+], [K+], CN(C)C=O, O. Yields the product COC(=O)Cc1ccc(N(C)C)cc1. RXN SMILES: [C:3](=[O:4])([O-:5])[O-:6].[CH3:22][CH2:23][O:24][C:25](=[O:26])[CH3:27].[CH3:9][N:10]([c:11]1[cH:12][cH:13][c:14]([CH2:17][C:18](=[O:19])[OH:20])[cH:15][cH:16]1)[CH3:21].[I:1][CH3:2].[K+:7].[K+:8].[O:28]=[CH:29][N:30]([CH3:31])[CH3:32].[OH2:33]>>[CH3:3][O:20][C:18]([CH2:17][c:14]1[cH:13][cH:12][c:11]([N:10]([CH3:9])[CH3:21])[cH:16][cH:15]1)=[O:19]. The reactants are [H-], CI, c1cc2nc(C3CC(N4CCCCC4)C3)sc2cc1-c1cn[nH]c1, [Na+], CN(C)C=O. The product is Cn1cc(-c2ccc3nc(C4CC(N5CCCCC5)C4)sc3c2)cn1. RXN SMILES: [H-:26].[I:27][CH3:28].[N:1]1([CH:7]2[CH2:8][CH:9]([c:11]3[s:12][c:13]4[c:14]([n:15]3)[cH:16][cH:17][c:18](-[c:20]3[cH:21][n:22][nH:23][cH:24]3)[cH:19]4)[CH2:10]2)[CH2:2][CH2:3][CH2:4][CH2:5][CH2:6]1.[Na+:25].[O:29]=[CH:30][N:31]([CH3:32])[CH3:33]>>[N:1]1([CH:7]2[CH2:8][CH:9]([c:11]3[s:12][c:13]4[c:14]([n:15]3)[cH:16][cH:17][c:18](-[c:20]3[cH:21][n:22][n:23]([CH3:28])[cH:24]3)[cH:19]4)[CH2:10]2)[CH2:2][CH2:3][CH2:4][CH2:5][CH2:6]1. Procedure details: Prepared in 62% yield from 3β-hydroxyandrostane-6,17-dione and 1-(tert-butoxycarbonyl)-4-piperidinecarboxylic acid by the procedure described in Prepn. 43. 1H-NMR (300 MHz, DMSO-d6, ppm from TMS): δ 4.65 (1H, m), 3.60-1.20 (29H, m), 1.35 (9H, s), 0.78 (3H, s), 0.69 (3H, s). Product: C(C)(C)(C)OC(=O)N1CCC(CC1)C(=O)O[C@@H]1CC2C(C[C@H]3[C@@H]4CCC([C@@]4(C)CC[C@@H]3[C@]2(CC1)C)=O)=O (3β-(N-(tert-Butoxycarbonyl)piperidin-4-ylcarbonyloxy)androstane-6,17-dione). Yield: 62.0%. As a reaction SMILES: [OH:1][C@H:2]1[CH2:19][CH2:18][C@@:17]2([CH3:20])[CH:4]([C:5](=[O:22])[CH2:6][C@@H:7]3[C@@H:16]2[CH2:15][CH2:14][C@@:12]2([CH3:13])[C@H:8]3[CH2:9][CH2:10][C:11]2=[O:21])[CH2:3]1.[C:23]([O:27][C:28]([N:30]1[CH2:35][CH2:34][CH:33]([C:36](O)=[O:37])[CH2:32][CH2:31]1)=[O:29])([CH3:26])([CH3:25])[CH3:24]>>[C:23]([O:27][C:28]([N:30]1[CH2:35][CH2:34][CH:33]([C:36]([O:1][C@H:2]2[CH2:19][CH2:18][C@@:17]3([CH3:20])[CH:4]([C:5](=[O:22])[CH2:6][C@@H:7]4[C@@H:16]3[CH2:15][CH2:14][C@@:12]3([CH3:13])[C@H:8]4[CH2:9][CH2:10][C:11]3=[O:21])[CH2:3]2)=[O:37])[CH2:32][CH2:31]1)=[O:29])([CH3:26])([CH3:25])[CH3:24]. Reactants: O[C@@H]1CC2C(C[C@H]3[C@@H]4CCC([C@@]4(C)CC[C@@H]3[C@]2(CC1)C)=O)=O (3β-hydroxyandrostane-6,17-dione), C(C)(C)(C)OC(=O)N1CCC(CC1)C(=O)O (1-(tert-butoxycarbonyl)-4-piperidinecarboxylic acid). Reactants: COC([C@@H](NC(=O)OC(C)(C)C)CC1=CC(=CC=C1)OCC(=O)C1=CC2=CC=CC=C2C=C1)=O (N-t-butoxycarbonyl-3-[(2-naphthoyl)methoxy]-L-phenylalanine methyl ester). The reagents and catalysts are [C+4].[OH-].[Pd+2].[OH-].[OH-].[OH-].[OH-].[OH-] (Palladium hydroxide carbon). Run in [H][H] (hydrogen), CO (methanol). Product: N-t-butoxycarbonyl-3-[2-[2-(5,6,7,8-tetrahydro-naphthyl)]ethoxy]-L-phenylalanine methyl ester, C(C)(C)(C)OC(=O)N[C@@H](CC1=CC(=CC=C1)OCCC1=CC2=CC=CC=C2C=C1)C(=O)O (N-t-butoxycarbonyl-3-[2-(2-naphthyl)ethoxy]-L-phenylalanine). Yield: 35.7%. Reaction SMILES: C[O:2][C:3](=[O:34])[C@H:4]([CH2:13][C:14]1[CH:19]=[CH:18][CH:17]=[C:16]([O:20][CH2:21][C:22]([C:24]2[CH:33]=[CH:32][C:31]3[C:26](=[CH:27][CH:28]=[CH:29][CH:30]=3)[CH:25]=2)=O)[CH:15]=1)[NH:5][C:6]([O:8][C:9]([CH3:12])([CH3:11])[CH3:10])=[O:7]>CO.[H][H].[C+4].[OH-].[Pd+2].[OH-].[OH-].[OH-].[OH-].[OH-]>[C:9]([O:8][C:6]([NH:5][C@H:4]([C:3]([OH:34])=[O:2])[CH2:13][C:14]1[CH:19]=[CH:18][CH:17]=[C:16]([O:20][CH2:21][CH2:22][C:24]2[CH:33]=[CH:32][C:31]3[C:26](=[CH:27][CH:28]=[CH:29][CH:30]=3)[CH:25]=2)[CH:15]=1)=[O:7])([CH3:12])([CH3:10])[CH3:11] |f:3.4.5.6.7.8.9.10|. Procedure: Palladium hydroxide carbon (50% water content, 180 mg) was added to a solution of N-t-butoxycarbonyl-3-[(2-naphthoyl)methoxy]-L-phenylalanine methyl ester (400 mg, 0.863 mmol) in methanol (13 ml) and the mixture was stirred in hydrogen stream at room temperature for 20 hrs. The catalyst was filtered off and the solvent of the filtrate was distilled off under reduced pressure. The residue was purified by column chromatography on silica gel (n-hexane/ethyl acetate=7) to give N-t-butoxycarbonyl-3-[... The reactants are CCOC(=O)CC(=O)Nc1ccc(Br)cc1C, O=C([O-])[O-], CCOC(C)=O, ClCCl, CN(C)C=O, CCCCCC, Cc1ccc(S(=O)(=O)OCCCl)cc1, [K+], [K+]. The product is CCOC(=O)C1(C(=O)Nc2ccc(Br)cc2C)CC1. Reaction SMILES: [Br:1][c:2]1[cH:3][c:4]([CH3:17])[c:5]([NH:8][C:9]([CH2:10][C:11](=[O:12])[O:13][CH2:14][CH3:15])=[O:16])[cH:6][cH:7]1.[C:32](=[O:33])([O-:34])[O-:35].[C:46]([O:47][CH2:48][CH3:49])(=[O:50])[CH3:51].[CH2:43]([Cl:44])[Cl:45].[CH3:38][N:39]([CH3:40])[CH:41]=[O:42].[CH3:52][CH2:53][CH2:54][CH2:55][CH2:56][CH3:57].[Cl:18][CH2:19][CH2:20][O:21][S:22]([c:23]1[cH:24][cH:25][c:26]([CH3:27])[cH:28][cH:29]1)(=[O:30])=[O:31].[K+:36].[K+:37]>>[Br:1][c:2]1[cH:3][c:4]([CH3:17])[c:5]([NH:8][C:9]([C:10]2([C:11](=[O:12])[O:13][CH2:14][CH3:15])[CH2:19][CH2:20]2)=[O:16])[cH:6][cH:7]1.